This data is from the Open Reaction Database (ORD), a public repository of structured organic reaction records. The task is: describe an organic reaction: reactants, conditions, products, and yield The reactants are [N+](=O)([O-])C1=CC=C2C=CNC2=C1 (6-nitroindole), C(C1=CC=CC=C1)Br (benzyl bromide). The solvent is CC#N (CH3CN). Yields the product C(C1=CC=CC=C1)N1C=CC2=CC=C(C=C12)N (1-Benzyl-1H-indol-6-ylamine). Reaction SMILES: [N+:1]([C:4]1[CH:12]=[C:11]2[C:7]([CH:8]=[CH:9][NH:10]2)=[CH:6][CH:5]=1)([O-])=O.[CH2:13](Br)[C:14]1[CH:19]=[CH:18][CH:17]=[CH:16][CH:15]=1>CC#N>[CH2:13]([N:10]1[C:11]2[C:7](=[CH:6][CH:5]=[C:4]([NH2:1])[CH:12]=2)[CH:8]=[CH:9]1)[C:14]1[CH:19]=[CH:18][CH:17]=[CH:16][CH:15]=1. Procedure: 1-Benzyl-1H-indol-6-ylamine (B-2) was synthesized following the general scheme above starting from 6-nitroindole and benzyl bromide. Overall yield (˜40%). HPLC ret. time 2.19 min, 10-99% CH3CN, 5 min run; ESI-MS 223.3 m/z (MH+). Starting materials: C(C)(C)(C)OC(C(=O)C1C(C=C(C1)OCC)=O)=O ((4-Ethoxy-2-oxo-cyclopent-3-enyl)-oxo-acetic acid tert-butyl ester), Cl.C(C1=CC=CC=C1)NN (benzyl hydrazine hydrochloride), CC(=O)O (HOAc). The solvent is C(C)O (ethanol). Conditions: time 16 hour. The product is C(C)(C)(C)OC(=O)C1=NN(C2=C1CC(C2)=O)CC2=CC=CC=C2 (1-Benzyl-5-oxo-1,4,5,6-tetrahydro-cyclopentapyrazole-3-carboxylic acid tert-butyl ester). Yield: 62.1%. RXN SMILES: [C:1]([O:5][C:6](=[O:18])[C:7]([CH:9]1[CH2:13][C:12]([O:14]CC)=[CH:11][C:10]1=O)=O)([CH3:4])([CH3:3])[CH3:2].Cl.[CH2:20]([NH:27][NH2:28])[C:21]1[CH:26]=[CH:25][CH:24]=[CH:23][CH:22]=1.CC(O)=O>C(O)C>[C:1]([O:5][C:6]([C:7]1[C:9]2[CH2:13][C:12](=[O:14])[CH2:11][C:10]=2[N:27]([CH2:20][C:21]2[CH:26]=[CH:25][CH:24]=[CH:23][CH:22]=2)[N:28]=1)=[O:18])([CH3:2])([CH3:3])[CH3:4] |f:1.2|. Reported procedure: To a solution of the intermediate from step A (2.15 g, 8.45 mmol) in ethanol (100 mL) was added benzyl hydrazine hydrochloride (1.8 g, 9.22 mmol) and HOAc (10 mL). The reaction mixture was stirred at room temperature for 16 hours and then refluxed at 70° C. for 30 minutes. The reaction was cooled to room temperature and concentrated in vacuo. The residue was dissolved in ethyl acetate and washed with water, saturated NaHCO3, and brine. The organic layer was dried over anhydrous Na2SO4 filtered a... Procedure: A solution of 2-chloro-5-fluoropyrimidine (10 mmol) in ethanol (15 ml) was added dropwise over 5 min to a solution prepared from thiophenol (10 mmol) and 0.43 M NaOEt in ethanol (25 ml). Subsequently the mixture was heated to boiling and refluxed for 2 hours, filtered hot, the filtrate evaporated, the residue extracted with chloroform (50 ml), the chloroform solution shaken with 2 M NaOH (2×10 ml), then shaken with water (10 ml) and the solution evaporated; yield 69%. 1H NHR (CDCl3): δ7.4 (Pyr),... The product is C1(=CC=CC=C1)SC1=NC=C(C=N1)F (2-Phenylthio-5-fluoropyrimidine). Solvent: C(C)O (ethanol), C(C)O (ethanol). The reactants are C1(=CC=CC=C1)S (thiophenol), CC[O-].[Na+] (NaOEt), ClC1=NC=C(C=N1)F (2-chloro-5-fluoropyrimidine). RXN SMILES: Cl[C:2]1[N:7]=[CH:6][C:5]([F:8])=[CH:4][N:3]=1.[C:9]1([SH:15])[CH:14]=[CH:13][CH:12]=[CH:11][CH:10]=1.CC[O-].[Na+]>C(O)C>[C:9]1([S:15][C:2]2[N:7]=[CH:6][C:5]([F:8])=[CH:4][N:3]=2)[CH:14]=[CH:13][CH:12]=[CH:11][CH:10]=1 |f:2.3|. Isolated yield 69.0%. Reactants: [Al+3], O=C(Cl)C(=O)Cl, O=C(O)C(=C(c1ccc(F)cc1)c1ccc(F)cc1)n1cnnn1, [H-], [H-], [H-], [H-], [Li+], c1ccncc1, c1ccccc1. Yields the product OCC(=C(c1ccc(F)cc1)c1ccc(F)cc1)n1cnnn1. As a reaction SMILES: [Al+3:38].[Cl:25][C:26]([C:27]([Cl:28])=[O:29])=[O:30].[F:1][c:2]1[cH:3][cH:4][c:5]([C:8](=[C:9]([C:10](=[O:11])[OH:12])[n:13]2[n:14][n:15][n:16][cH:17]2)[c:18]2[cH:19][cH:20][c:21]([F:24])[cH:22][cH:23]2)[cH:6][cH:7]1.[H-:37].[H-:40].[H-:41].[H-:42].[Li+:39].[cH:31]1[cH:32][cH:33][n:34][cH:35][cH:36]1.[cH:43]1[cH:44][cH:45][cH:46][cH:47][cH:48]1>>[F:1][c:2]1[cH:3][cH:4][c:5]([C:8](=[C:9]([CH2:10][OH:11])[n:13]2[n:14][n:15][n:16][cH:17]2)[c:18]2[cH:19][cH:20][c:21]([F:24])[cH:22][cH:23]2)[cH:6][cH:7]1. Starting materials: CC(=O)Cc1ccc(Cl)cc1, C=COCCN. Product: C=COCCNC(C)Cc1ccc(Cl)cc1. As a reaction SMILES: [Cl:1][c:2]1[cH:3][cH:4][c:5]([CH2:8][C:9]([CH3:10])=[O:11])[cH:6][cH:7]1.[NH2:12][CH2:13][CH2:14][O:15][CH:16]=[CH2:17]>>[Cl:1][c:2]1[cH:3][cH:4][c:5]([CH2:8][CH:9]([CH3:10])[NH:12][CH2:13][CH2:14][O:15][CH:16]=[CH2:17])[cH:6][cH:7]1. Starting materials: C(C1=CC=CC=C1)OC(=O)N1CCC(CC1)(C1=C(C=CC=C1)OC)O (1-benzyloxycarbonyl-4-hydroxy-4-(2-methoxyphenyl)piperidine), FC(C(=O)O)(F)F (trifluoroacetic acid), C([O-])(O)=O.[Na+] (sodium bicarbonate), C(C)[SiH](CC)CC (triethylsilane). Run in ClCCl (dichloromethane). Reaction conditions: time 5 minute. The product is C(C1=CC=CC=C1)OC(=O)N1CCC(CC1)C1=C(C=CC=C1)OC (1-Benzyloxycarbonyl-4-(2-methoxyphenyl)piperidine). Reaction SMILES: [CH2:1]([O:8][C:9]([N:11]1[CH2:16][CH2:15][C:14](O)([C:17]2[CH:22]=[CH:21][CH:20]=[CH:19][C:18]=2[O:23][CH3:24])[CH2:13][CH2:12]1)=[O:10])[C:2]1[CH:7]=[CH:6][CH:5]=[CH:4][CH:3]=1.FC(F)(F)C(O)=O.C([SiH](CC)CC)C.C(=O)(O)[O-].[Na+]>ClCCl>[CH2:1]([O:8][C:9]([N:11]1[CH2:12][CH2:13][CH:14]([C:17]2[CH:22]=[CH:21][CH:20]=[CH:19][C:18]=2[O:23][CH3:24])[CH2:15][CH2:16]1)=[O:10])[C:2]1[CH:3]=[CH:4][CH:5]=[CH:6][CH:7]=1 |f:3.4|. Reported procedure: A solution of 1-benzyloxycarbonyl-4-hydroxy-4-(2-methoxyphenyl)piperidine (2.59 g) in dichloromethane (45 mL) was treated with trifluoroacetic acid (8.6 g) followed by triethylsilane (17.5 g). The resulting brown reaction mixture was stirred for 5 minutes and then poured into a saturated solution of sodium bicarbonate. The bicarbonate solution was extracted with dichloromethane. The dichloromethane solution was dried and evaporated to give the des-hydroxy compound (2.1 g); NMR (CDCl3): 1.55-1.66... The reactants are CC(C)(C)[O-], CC(C)O, [H][H], [K+], O=C1CN2CCC1CC2. The product is OC1CN2CCC1CC2. Reaction SMILES: [CH3:10][C:11]([CH3:12])([O-:13])[CH3:14].[CH3:18][CH:19]([OH:20])[CH3:21].[H:16][H:17].[K+:15].[N:1]12[CH2:2][C:3](=[O:9])[CH:4]([CH2:5][CH2:6]1)[CH2:7][CH2:8]2>>[N:1]12[CH2:2][CH:3]([OH:9])[CH:4]([CH2:5][CH2:6]1)[CH2:7][CH2:8]2. Reactants: FC1=CC=C(C=C1)C1=C(N=C(S1)C)C(=O)N1C(C2C(C1)CCC2)CO ((5-(4-fluorophenyl)-2-methylthiazol-4-yl)(1-(hydroxymethyl)hexahydrocyclopenta[c]pyrrol-2(1H)-yl)methanone), ClC=1OC2=C(N1)C=CC=C2 (2-chlorobenzoxazole). Yields the product O1C(=NC2=C1C=CC=C2)OCC2N(CC1C2CCC1)C(=O)C=1N=C(SC1C1=CC=C(C=C1)F)C ((1-((Benzo[d]oxazol-2-yloxy)methyl)hexahydrocyclopenta[c]pyrrol-2(1H)-yl)(5-(4-fluorophenyl)-2-methylthiazol-4-yl)methanone). Reaction SMILES: [F:1][C:2]1[CH:7]=[CH:6][C:5]([C:8]2[S:12][C:11]([CH3:13])=[N:10][C:9]=2[C:14]([N:16]2[CH2:20][CH:19]3[CH2:21][CH2:22][CH2:23][CH:18]3[CH:17]2[CH2:24][OH:25])=[O:15])=[CH:4][CH:3]=1.Cl[C:27]1[O:28][C:29]2[CH:35]=[CH:34][CH:33]=[CH:32][C:30]=2[N:31]=1>>[O:28]1[C:29]2[CH:35]=[CH:34][CH:33]=[CH:32][C:30]=2[N:31]=[C:27]1[O:25][CH2:24][CH:17]1[CH:18]2[CH2:23][CH2:22][CH2:21][CH:19]2[CH2:20][N:16]1[C:14]([C:9]1[N:10]=[C:11]([CH3:13])[S:12][C:8]=1[C:5]1[CH:6]=[CH:7][C:2]([F:1])=[CH:3][CH:4]=1)=[O:15]. Procedure details: The title compound was prepared following the same general protocol as described for Example 80 using (5-(4-fluorophenyl)-2-methylthiazol-4-yl)(1-(hydroxymethyl)hexahydrocyclopenta[c]pyrrol-2(1H)-yl)methanone and 2-chlorobenzoxazole. MS (ESI) 478.2 (M+H). Reactants: O=[N+]([O-])c1cc(F)cc(Br)c1O, CCO, [Na+], [Na+], O, O=S([O-])S(=O)[O-]. Product: Nc1cc(F)cc(Br)c1O. RXN SMILES: [Br:9][c:10]1[cH:11][c:12]([F:20])[cH:13][c:14]([N+:17]([O-:18])=[O:19])[c:15]1[OH:16].[CH3:22][CH2:23][OH:24].[Na+:7].[Na+:8].[OH2:21].[S:1]([S:2]([O-:3])=[O:4])([O-:5])=[O:6]>>[Br:9][c:10]1[cH:11][c:12]([F:20])[cH:13][c:14]([NH2:17])[c:15]1[OH:16]. Reactants: C(C1=CC=CC=C1)O[C@@H]1[C@@]2(CO[C@]([C@@H]([C@H]1OCC1=CC=CC=C1)OCC1=CC=CC=C1)(O2)C2=CC(=C(C=C2)Cl)CC2=CC=C(C=C2)OCC)C2CNC(O2)=O (5-[(1R,2S,3S,4R,5S)-2,3,4-tribenzyloxy-5-[4-chloro-3-[(4-ethoxyphenyl)methyl]phenyl]-6,8-dioxabicyclo[3.2.1]octan-1-yl]oxazolidin-2-one), ClC1=C(C=CC=C1)Cl (o-dichlorobenzene). The reagents and catalysts are [Pd] (Pd/C). Solvent: CO.O1CCCC1 (methanol tetrahydrofuran). Reaction conditions: time 4 hour. The product is ClC1=C(C=C(C=C1)[C@]12[C@@H]([C@H]([C@@H]([C@](CO1)(O2)C2CNC(O2)=O)O)O)O)CC2=CC=C(C=C2)OCC (5-[(1S,2S,3S,4R,5S)-5-[4-chloro-3-[(4-ethoxyphenyl)methyl]phenyl]-2,3,4-trihydroxy-6,8-dioxabicyclo[3.2.1]octan-1-yl]oxazolidin-2-one). Yield: 79.2%. As a reaction SMILES: C([O:8][C@H:9]1[C@H:15]([O:16]CC2C=CC=CC=2)[C@@H:14]([O:24]CC2C=CC=CC=2)[C@:13]2([C:33]3[CH:38]=[CH:37][C:36]([Cl:39])=[C:35]([CH2:40][C:41]4[CH:46]=[CH:45][C:44]([O:47][CH2:48][CH3:49])=[CH:43][CH:42]=4)[CH:34]=3)[O:32][C@@:10]1([CH:50]1[O:54][C:53](=[O:55])[NH:52][CH2:51]1)[CH2:11][O:12]2)C1C=CC=CC=1.ClC1C=CC=CC=1Cl>[Pd].CO.O1CCCC1>[Cl:39][C:36]1[CH:37]=[CH:38][C:33]([C@@:13]23[O:32][C@@:10]([CH:50]4[O:54][C:53](=[O:55])[NH:52][CH2:51]4)([CH2:11][O:12]2)[C@@H:9]([OH:8])[C@H:15]([OH:16])[C@H:14]3[OH:24])=[CH:34][C:35]=1[CH2:40][C:41]1[CH:46]=[CH:45][C:44]([O:47][CH2:48][CH3:49])=[CH:43][CH:42]=1 |f:3.4|. Procedure: To a solution of 5-[(1R,2S,3S,4R,5S)-2,3,4-tribenzyloxy-5-[4-chloro-3-[(4-ethoxyphenyl)methyl]phenyl]-6,8-dioxabicyclo[3.2.1]octan-1-yl]oxazolidin-2-one 27a (113 mg, 0.17 mmol) in a methanol/tetrahydrofuran mixture (v/v=4/1, 10 mL) were added o-dichlorobenzene (0.1 mL, 0.85 mmol) and 10% Pd/C (20 mg, 0.02 mmol) at room temperature. The mixture was stirred at room temperature under H2 for 4 hours and filtered. The filter cake was washed with a methanol/tetrahydrofuran mixture (v/v=4/1, 10 mL×2). ...